Task: describe an organic reaction: reactants, conditions, products, and yield. Dataset: the Open Reaction Database (ORD), a public repository of structured organic reaction records The reactants are ClC1=NC=C(C(=N1)N[C@@H](CO)C)C=1SC=CC1 ((R)-2-(2-chloro-5-(2-thienyl)pyrimidine-4-ylamino)propan-1-ol), NC1=CC=C(C=C1)S(=O)(=NC(NC(C)C)=O)C ((RS)—S-(4-aminophenyl)-N-(isopropylcarbamoyl)-S-methylsulphoximide). Yields the product C(C)(C)NC(=O)N=S(=O)(C)C1=CC=C(C=C1)NC1=NC=C(C(=N1)N[C@@H](CO)C)C=1SC=CC1 ((RS)—N-(isopropylcarbamoyl)-S-(4-{[4-{[(R)-2-hydroxy-1-methylethyl]amino}-5-(2-thienyl)pyrimidine-2-yl]amino}phenyl)-S-methylsulfoximide). The yield is 39.0%. Reaction SMILES: Cl[C:2]1[N:7]=[C:6]([NH:8][C@H:9]([CH3:12])[CH2:10][OH:11])[C:5]([C:13]2[S:14][CH:15]=[CH:16][CH:17]=2)=[CH:4][N:3]=1.[NH2:18][C:19]1[CH:24]=[CH:23][C:22]([S:25]([CH3:34])(=[N:27][C:28](=[O:33])[NH:29][CH:30]([CH3:32])[CH3:31])=[O:26])=[CH:21][CH:20]=1>>[CH:30]([NH:29][C:28]([N:27]=[S:25]([C:22]1[CH:21]=[CH:20][C:19]([NH:18][C:2]2[N:7]=[C:6]([NH:8][C@H:9]([CH3:12])[CH2:10][OH:11])[C:5]([C:13]3[S:14][CH:15]=[CH:16][CH:17]=3)=[CH:4][N:3]=2)=[CH:24][CH:23]=1)([CH3:34])=[O:26])=[O:33])([CH3:32])[CH3:31]. Procedure: In the reaction of (R)-2-(2-chloro-5-(2-thienyl)pyrimidine-4-ylamino)propan-1-ol (291.7 mg, 1.08 mmol) with (RS)—S-(4-aminophenyl)-N-(isopropylcarbamoyl)-S-methylsulphoximide (251 mg, 0.98 mmol) according to procedure 5c, the desired product is obtained in 39% yield (186 mg) after chromatographic purification (silica gel, dichloromethane/ethanol (0%-20% ethanol)). Starting materials: CC=1C(=NC2=CC=CC=C2N1)CCC(=O)O (3-(3-Methylquinoxalin-2-yl)propanoic acid), C=1(C(=CC=CC1)N)N (benzene-1,2-diamine), C(=O)([O-])[O-].[Na+].[Na+] (Na2CO3). The solvent is Cl (HCl), O1CCOCC1 (1,4-dioxane). Run at temperature 150 celsius. Product: N1C(=NC2=C1C=CC=C2)CCC2=NC1=CC=CC=C1N=C2C (2-(2-(1H-benzo[d]imidazol-2-yl)ethyl)-3-methylquinoxaline). The yield is 6.2%. As a reaction SMILES: [CH3:1][C:2]1[C:3]([CH2:12][CH2:13][C:14](O)=O)=[N:4][C:5]2[C:10]([N:11]=1)=[CH:9][CH:8]=[CH:7][CH:6]=2.[C:17]1([NH2:24])[C:18]([NH2:23])=[CH:19][CH:20]=[CH:21][CH:22]=1.C([O-])([O-])=O.[Na+].[Na+]>Cl.O1CCOCC1>[NH:23]1[C:18]2[CH:19]=[CH:20][CH:21]=[CH:22][C:17]=2[N:24]=[C:14]1[CH2:13][CH2:12][C:3]1[C:2]([CH3:1])=[N:11][C:10]2[C:5](=[CH:6][CH:7]=[CH:8][CH:9]=2)[N:4]=1 |f:2.3.4|. Procedure: 3-(3-Methylquinoxalin-2-yl)propanoic acid (98 mg, 0.45 mmol) and benzene-1,2-diamine (98 mg, 0.45 mmol) were suspended in 4 M HCl in 1,4-dioxane (6 mL) and heated in the microwave (150° C., 2.5 h). The crude reaction was poured into saturated aqueous Na2CO3 solution (30 mL) and extracted with EtOAc (3×50 mL). The organic layers were combined, washed with brine (1×50 mL), dried (Na2SO4), filtered and concentrated. The crude material was purified by RPLC (Gilson). Fractions containing the compound...